From a dataset of the Open Reaction Database (ORD), a public repository of structured organic reaction records. describe an organic reaction: reactants, conditions, products, and yield The reactants are F[C@@H]1CN(CC[C@H]1OC=1C=CC=C2C(=CC(=NC12)C1=CN=C2N1C=CC(=C2)OCCOC)C2=CN=CO2)C(=O)OC(C)(C)C ((trans)-tert-butyl 3-fluoro-4-(2-(7-(2-methoxyethoxy)imidazo[1,2-a]pyridin-3-yl)-4-(oxazol-5-yl)quinolin-8-yloxy)piperidine-1-carboxylate), C(=O)(C(F)(F)F)O (TFA). Solvent: C(Cl)Cl (DCM). Run at time 30 minute. The product is F[C@@H]1CNCC[C@H]1OC=1C=CC=C2C(=CC(=NC12)C1=CN=C2N1C=CC(=C2)OCCOC)C2=CN=CO2 (5-(8-((trans)-3-fluoropiperidin-4-yloxy)-2-(7-(2-methoxyethoxy)imidazo[1,2-a]pyridin-3-yl)quinolin-4-yl)oxazole). Yield: 60.0%. RXN SMILES: [F:1][C@H:2]1[C@H:7]([O:8][C:9]2[CH:10]=[CH:11][CH:12]=[C:13]3[C:18]=2[N:17]=[C:16]([C:19]2[N:23]4[CH:24]=[CH:25][C:26]([O:28][CH2:29][CH2:30][O:31][CH3:32])=[CH:27][C:22]4=[N:21][CH:20]=2)[CH:15]=[C:14]3[C:33]2[O:37][CH:36]=[N:35][CH:34]=2)[CH2:6][CH2:5][N:4](C(OC(C)(C)C)=O)[CH2:3]1.C(O)(C(F)(F)F)=O>C(Cl)Cl>[F:1][C@H:2]1[C@H:7]([O:8][C:9]2[CH:10]=[CH:11][CH:12]=[C:13]3[C:18]=2[N:17]=[C:16]([C:19]2[N:23]4[CH:24]=[CH:25][C:26]([O:28][CH2:29][CH2:30][O:31][CH3:32])=[CH:27][C:22]4=[N:21][CH:20]=2)[CH:15]=[C:14]3[C:33]2[O:37][CH:36]=[N:35][CH:34]=2)[CH2:6][CH2:5][NH:4][CH2:3]1. Procedure details: To (trans)-tert-butyl 3-fluoro-4-(2-(7-(2-methoxyethoxy)imidazo[1,2-a]pyridin-3-yl)-4-(oxazol-5-yl)quinolin-8-yloxy)piperidine-1-carboxylate (4 mg, 0.007 mmol) in DCM (1 mL) was added TFA (1 mL), followed by a 30 minute stir. The crude reaction was concentrated and purified by flash column chromatography (DCM/MeOH/NH4OH 10:1:0.1) affording the desired product (60%). MS APCI (+) m/z 504.2 (M+1) detected. The reactants are CS(=O)(=O)O (methanesulphonic acid), ClC1=CC=C(C=C1)C1=CCCNC12CCCCC2 (5-(4-chlorophenyl)-1-azaspiro[5.5]undec-4-ene). The solvent is CCOCC (ether), CCOCC (ether). Yields the product CS(=O)(=O)O.ClC1=CC=C(C=C1)C1=CCCNC12CCCCC2 (5-(4-chlorophenyl)-1-azaspiro[5.5]undec-4-ene methanesulphonate). RXN SMILES: [CH3:1][S:2]([OH:5])(=[O:4])=[O:3].[Cl:6][C:7]1[CH:12]=[CH:11][C:10]([C:13]2[C:18]3([CH2:23][CH2:22][CH2:21][CH2:20][CH2:19]3)[NH:17][CH2:16][CH2:15][CH:14]=2)=[CH:9][CH:8]=1>CCOCC>[CH3:1][S:2]([OH:5])(=[O:4])=[O:3].[Cl:6][C:7]1[CH:12]=[CH:11][C:10]([C:13]2[C:18]3([CH2:19][CH2:20][CH2:21][CH2:22][CH2:23]3)[NH:17][CH2:16][CH2:15][CH:14]=2)=[CH:9][CH:8]=1 |f:3.4|. Procedure: A solution of methanesulphonic acid (0.3 g) in ether (15 ml) was added dropwise to a cooled solution of 5-(4-chlorophenyl)-1-azaspiro[5.5]undec-4-ene (0.8 g, prepared in a similar manner to that described in Example 14) in ether (25 ml). The resulting solid was collected by filtration, washed with ether and dried in vacuo at ambient temperature to yield 5-(4-chlorophenyl)-1-azaspiro[5.5]undec-4-ene methanesulphonate as a white solid. Yield 1.0 g, mp 226°-231.5° C. As a reaction SMILES: [CH3:16][OH:17].[CH3:1][O:2][C:3]([CH2:4][O:5][c:6]1[cH:7][c:8]([N+:12]([O-:13])=[O:14])[cH:9][cH:10][cH:11]1)=[O:15]>>[CH3:1][O:2][C:3]([CH2:4][O:5][c:6]1[cH:7][c:8]([NH2:12])[cH:9][cH:10][cH:11]1)=[O:15]. Starting materials: CO, COC(=O)COc1cccc([N+](=O)[O-])c1. The product is COC(=O)COc1cccc(N)c1. Yields the product CC(C)(C)OC(=O)N1CCC(N2CCN(CC3(C)Cn4cc([N+](=O)[O-])nc4O3)CC2)CC1. The reactants are CCO, CN(C)C=O, CCOC(C)=O, CC1(Cn2cc([N+](=O)[O-])nc2Cl)CO1, [H-], CC(C)(C)OC(=O)N1CCC(N2CCNCC2)CC1, [Na+], O. RXN SMILES: [CH3:34][CH2:35][OH:36].[CH3:39][N:40]([CH3:41])[CH:42]=[O:43].[CH3:45][CH2:46][O:47][C:48](=[O:49])[CH3:50].[Cl:1][c:2]1[n:3]([CH2:10][C:11]2([CH3:14])[O:12][CH2:13]2)[cH:4][c:5]([N+:7](=[O:8])[O-:9])[n:6]1.[H-:37].[N:15]1([CH:21]2[CH2:22][CH2:23][N:24]([C:27](=[O:28])[O:29][C:30]([CH3:31])([CH3:32])[CH3:33])[CH2:25][CH2:26]2)[CH2:16][CH2:17][NH:18][CH2:19][CH2:20]1.[Na+:38].[OH2:44]>>[c:2]12[n:3]([cH:4][c:5]([N+:7](=[O:8])[O-:9])[n:6]1)[CH2:10][C:11]([CH2:13][N:18]1[CH2:17][CH2:16][N:15]([CH:21]3[CH2:22][CH2:23][N:24]([C:27](=[O:28])[O:29][C:30]([CH3:31])([CH3:32])[CH3:33])[CH2:25][CH2:26]3)[CH2:20][CH2:19]1)([CH3:14])[O:12]2. Reactants: O=[N+]([O-])c1ccccc1F, [I-], [K+], Nc1ccccc1F. Yields the product O=[N+]([O-])c1ccccc1Nc1ccccc1F. Reaction SMILES: [F:9][c:10]1[c:11]([N+:16](=[O:17])[O-:18])[cH:12][cH:13][cH:14][cH:15]1.[I-:20].[K+:19].[NH2:1][c:2]1[cH:3][cH:4][cH:5][cH:6][c:7]1[F:8]>>[NH:1]([c:2]1[cH:3][cH:4][cH:5][cH:6][c:7]1[F:8])[c:10]1[c:11]([N+:16](=[O:17])[O-:18])[cH:12][cH:13][cH:14][cH:15]1. Starting materials: BrC1=CC2=CC=C(C=C2C=C1)O[C@@H]1CC[C@H](CC1)C(C)(C)C (2-bromo-6-(trans-4-tert-butylcyclohexyloxy)naphthalene), C(C)(C)(C)P(C1=C(C=CC=C1)C1=C(C=CC=C1)C)C(C)(C)C (2-(di-t-butylphosphino)-2′-methylbiphenyl), C([O-])([O-])=O.[Cs+].[Cs+] (cesium carbonate), COCCOC (1,2-dimethoxyethane), [N+](=O)([O-])CC (nitroethane). Reagents/catalysts: C1=CC=C(C=C1)/C=C/C(=O)/C=C/C2=CC=CC=C2.C1=CC=C(C=C1)/C=C/C(=O)/C=C/C2=CC=CC=C2.[Pd] (tris(dibenzylideneacetone)dipalladium(O)). Run at time 2 minute. Yields the product C(C)(C)(C)[C@@H]1CC[C@H](CC1)OC1=CC2=CC=C(C=C2C=C1)C(C)[N+](=O)[O-] (2-(trans-4-tert-butylcyclohexyloxy)-6-(1-nitroethyl)naphthalene). Isolated yield 58.0%. RXN SMILES: Br[C:2]1[CH:11]=[CH:10][C:9]2[C:4](=[CH:5][CH:6]=[C:7]([O:12][C@H:13]3[CH2:18][CH2:17][C@H:16]([C:19]([CH3:22])([CH3:21])[CH3:20])[CH2:15][CH2:14]3)[CH:8]=2)[CH:3]=1.C(P(C(C)(C)C)C1C=CC=CC=1C1C=CC=CC=1C)(C)(C)C.C(=O)([O-])[O-].[Cs+].[Cs+].COCCOC.[N+:57]([CH2:60][CH3:61])([O-:59])=[O:58]>C1C=CC(/C=C/C(/C=C/C2C=CC=CC=2)=O)=CC=1.C1C=CC(/C=C/C(/C=C/C2C=CC=CC=2)=O)=CC=1.[Pd]>[C:19]([C@H:16]1[CH2:15][CH2:14][C@H:13]([O:12][C:7]2[CH:6]=[CH:5][C:4]3[C:9](=[CH:10][CH:11]=[C:2]([CH:60]([N+:57]([O-:59])=[O:58])[CH3:61])[CH:3]=3)[CH:8]=2)[CH2:18][CH2:17]1)([CH3:22])([CH3:21])[CH3:20] |f:2.3.4,7.8.9|. Reported procedure: A 40 mL vial equipped with a magnetic stir bar was charged with 2-bromo-6-(trans-4-tert-butylcyclohexyloxy)naphthalene (0.6695 g, 1.853 mmol), tris(dibenzylideneacetone)dipalladium(O) (0.06363 g, 0.06948 mmol), 2-(di-t-butylphosphino)-2′-methylbiphenyl (0.08684 g, 0.2779 mmol), and cesium carbonate (0.7245 g, 2.224 mmol). The reaction vessel was capped, evacuated, and backfilled with argon three times then 1,2-dimethoxyethane (20.00 mL, 192.4 mmol) was added via syringe under argon. After the mi... Reactants: O=C([O-])O, CI, CN(C)C=O, CNC(=O)C1CC(SCc2ccc(OC)cc2)CN1, [Cl-], [Na+], [Na+]. Yields the product CNC(=O)C1CC(SCc2ccc(OC)cc2)CN1C. RXN SMILES: [C:3](=[O:4])([OH:5])[O-:6].[CH3:1][I:2].[CH3:29][N:30]([CH3:31])[CH:32]=[O:33].[CH3:8][O:9][c:10]1[cH:11][cH:12][c:13]([CH2:14][S:15][CH:16]2[CH2:17][CH:18]([C:21]([NH:22][CH3:23])=[O:24])[NH:19][CH2:20]2)[cH:25][cH:26]1.[Cl-:28].[Na+:27].[Na+:7]>>[CH3:3][N:19]1[CH:18]([C:21]([NH:22][CH3:23])=[O:24])[CH2:17][CH:16]([S:15][CH2:14][c:13]2[cH:12][cH:11][c:10]([O:9][CH3:8])[cH:26][cH:25]2)[CH2:20]1.